From a dataset of the Open Reaction Database (ORD), a public repository of structured organic reaction records. describe an organic reaction: reactants, conditions, products, and yield The reactants are O=C([O-])O, C=C(OCCCC)c1cc(C(=O)NCc2ccc(S(C)(=O)=O)cc2)c(=O)n(-c2cccc(C(F)(F)F)c2)c1C, Cl, [Na+], CN(C)C=O. Product: CC(=O)c1cc(C(=O)NCc2ccc(S(C)(=O)=O)cc2)c(=O)n(-c2cccc(C(F)(F)F)c2)c1C. As a reaction SMILES: [C:41](=[O:42])([O-:43])[OH:44].[CH2:2]([CH2:3][CH2:4][CH3:5])[O:6][C:7](=[CH2:8])[c:9]1[cH:10][c:11]([C:27](=[O:28])[NH:29][CH2:30][c:31]2[cH:32][cH:33][c:34]([S:37](=[O:38])(=[O:39])[CH3:40])[cH:35][cH:36]2)[c:12](=[O:26])[n:13](-[c:16]2[cH:17][c:18]([C:22]([F:23])([F:24])[F:25])[cH:19][cH:20][cH:21]2)[c:14]1[CH3:15].[ClH:1].[Na+:45].[O:46]=[CH:47][N:48]([CH3:49])[CH3:50]>>[O:6]=[C:7]([CH3:8])[c:9]1[cH:10][c:11]([C:27](=[O:28])[NH:29][CH2:30][c:31]2[cH:32][cH:33][c:34]([S:37](=[O:38])(=[O:39])[CH3:40])[cH:35][cH:36]2)[c:12](=[O:26])[n:13](-[c:16]2[cH:17][c:18]([C:22]([F:23])([F:24])[F:25])[cH:19][cH:20][cH:21]2)[c:14]1[CH3:15]. Starting materials: N1=CC(=CC=C1)C1=CC=C(C=O)C=C1 (4-(3-Pyridinyl)benzaldehyde), [C@@H]1(CCCC2=CC=CC=C12)N ((1S)-1,2,3,4-tetrahydro-1-naphthalenylamine). Product: N1=CC(=CC=C1)C1=CC=C(CN[C@H]2CCCC3=CC=CC=C23)C=C1 (N-[4-(3-pyridinyl)benzyl]-N-[(1S)-1,2,3,4-tetrahydro-1-naphthalenyl]amine). As a reaction SMILES: [N:1]1[CH:6]=[CH:5][CH:4]=[C:3]([C:7]2[CH:14]=[CH:13][C:10]([CH:11]=O)=[CH:9][CH:8]=2)[CH:2]=1.[C@@H:15]1([NH2:25])[C:24]2[C:19](=[CH:20][CH:21]=[CH:22][CH:23]=2)[CH2:18][CH2:17][CH2:16]1>>[N:1]1[CH:6]=[CH:5][CH:4]=[C:3]([C:7]2[CH:14]=[CH:13][C:10]([CH2:11][NH:25][C@@H:15]3[C:24]4[C:19](=[CH:20][CH:21]=[CH:22][CH:23]=4)[CH2:18][CH2:17][CH2:16]3)=[CH:9][CH:8]=2)[CH:2]=1. Procedure: 4-(3-Pyridinyl)benzaldehyde and (1S)-1,2,3,4-tetrahydro-1-naphthalenylamine were processed as described in Example 1A to provide the title compound.